This data is from the Open Reaction Database (ORD), a public repository of structured organic reaction records. The task is: describe an organic reaction: reactants, conditions, products, and yield Starting materials: N#Cc1ccc(F)c2ccccc12, OC1(c2ccccc2)CCNCC1, c1ccncc1. The product is N#Cc1ccc(N2CCC(O)(c3ccccc3)CC2)c2ccccc12. As a reaction SMILES: [C:1](#[N:2])[c:3]1[cH:4][cH:5][c:6]([F:13])[c:7]2[cH:8][cH:9][cH:10][cH:11][c:12]12.[OH:14][C:15]1([c:21]2[cH:22][cH:23][cH:24][cH:25][cH:26]2)[CH2:16][CH2:17][NH:18][CH2:19][CH2:20]1.[cH:27]1[cH:28][cH:29][n:30][cH:31][cH:32]1>>[C:1](#[N:2])[c:3]1[cH:4][cH:5][c:6]([N:18]2[CH2:17][CH2:16][C:15]([OH:14])([c:21]3[cH:22][cH:23][cH:24][cH:25][cH:26]3)[CH2:20][CH2:19]2)[c:7]2[cH:8][cH:9][cH:10][cH:11][c:12]12. Reactants: C(C)(C)(C)OC(CN1C(=C(C2=CC=CC=C12)C1NS(C2=C1C=CC=C2)(=O)=O)C)=O ([3-(1,1-Dioxo-2,3-dihydro-1H-1λ6-benzo[d]isothiazol-3-yl)-2-methyl-indol-1-yl]-acetic acid tert-butyl ester), ICCC(C)C (1-iodo-3-methyl-butane). The product is CC=1N(C2=CC=CC=C2C1C1N(S(C2=C1C=CC=C2)(=O)=O)CCC(C)C)CC(=O)O ({2-Methyl-3-[2-(3-methyl-butyl)-1,1-dioxo-2,3-dihydro-1H-1λ6-benzo[d]isothiazol-3-yl]-indol-1-yl}-acetic acid). RXN SMILES: C([O:5][C:6](=[O:29])[CH2:7][N:8]1[C:16]2[C:11](=[CH:12][CH:13]=[CH:14][CH:15]=2)[C:10]([CH:17]2[C:21]3[CH:22]=[CH:23][CH:24]=[CH:25][C:20]=3[S:19](=[O:27])(=[O:26])[NH:18]2)=[C:9]1[CH3:28])(C)(C)C.I[CH2:31][CH2:32][CH:33]([CH3:35])[CH3:34]>>[CH3:28][C:9]1[N:8]([CH2:7][C:6]([OH:5])=[O:29])[C:16]2[C:11]([C:10]=1[CH:17]1[C:21]3[CH:22]=[CH:23][CH:24]=[CH:25][C:20]=3[S:19](=[O:26])(=[O:27])[N:18]1[CH2:31][CH2:32][CH:33]([CH3:35])[CH3:34])=[CH:12][CH:13]=[CH:14][CH:15]=2. Reported procedure: The title compound was prepared by the method described for example 14 using the product from example 3, step c) and 1-iodo-3-methyl-butane. MS: ESI (negative): 425 (M−H). Starting materials: C(C)OC(=O)[C@H]1[C@H](CCCC1)NCCC(C)(C)C (cis-2-(3,3-dimethylbutylamino)-cyclohexanecarboxylic acid ethyl ester), CS(=O)(=O)NC1=CC2=C(NC(=NS2(=O)=O)CC(=O)O)C=C1 ((7-methanesulfonylamino-1,1-dioxo-1,4-dihydro-1λ6-benzo[1,2,4]thiadiazin-3-yl)-acetic acid), solution, C1(CCCCC1)N=C=NC1CCCCC1 (N,N′-dicyclohexylcarbodiimide). Solvent: CN(C=O)C (N,N-dimethylformamide), ClCCl (dichloromethane), ClCCl (dichloromethane). Conditions: temperature 25 celsius, time 12 hour. Product: crude product, C(C)OC(=O)[C@H]1[C@H](CCCC1)N(C(CC1=NS(C2=C(N1)C=CC(=C2)NS(=O)(=O)C)(=O)=O)=O)CCC(C)(C)C (cis-2-{(3,3-dimethylbutyl)-[2-(7-methanesulfonylamino-1,1-dioxo-1,4-dihydro-1λ6-benzo[1,2,4]thiadiazin-3-yl)acetyl]amino}-cyclohexanecarboxylic acid ethyl ester). As a reaction SMILES: [CH2:1]([O:3][C:4]([C@@H:6]1[CH2:11][CH2:10][CH2:9][CH2:8][C@@H:7]1[NH:12][CH2:13][CH2:14][C:15]([CH3:18])([CH3:17])[CH3:16])=[O:5])[CH3:2].[CH3:19][S:20]([NH:23][C:24]1[CH:39]=[CH:38][C:27]2[NH:28][C:29]([CH2:34][C:35](O)=[O:36])=[N:30][S:31](=[O:33])(=[O:32])[C:26]=2[CH:25]=1)(=[O:22])=[O:21].C1(N=C=NC2CCCCC2)CCCCC1>CN(C)C=O.ClCCl>[CH2:1]([O:3][C:4]([C@@H:6]1[CH2:11][CH2:10][CH2:9][CH2:8][C@@H:7]1[N:12]([CH2:13][CH2:14][C:15]([CH3:17])([CH3:16])[CH3:18])[C:35](=[O:36])[CH2:34][C:29]1[NH:28][C:27]2[CH:38]=[CH:39][C:24]([NH:23][S:20]([CH3:19])(=[O:22])=[O:21])=[CH:25][C:26]=2[S:31](=[O:32])(=[O:33])[N:30]=1)=[O:5])[CH3:2]. Procedure: To a solution of cis-2-(3,3-dimethylbutylamino)-cyclohexanecarboxylic acid ethyl ester (60.0 mg, 0.243 mmol) in N,N-dimethylformamide (5.0 mL) was added (7-methanesulfonylamino-1,1-dioxo-1,4-dihydro-1λ6-benzo[1,2,4]thiadiazin-3-yl)-acetic acid (prepared as described in Example 1j, 162.0 mg, 0.486 mmol) and a 1.0 M solution of N,N′-dicyclohexylcarbodiimide in dichloromethane (0.49 mL, 0.49 mmol). After stirring at 25° C. for 12 h, the mixture was diluted with dichloromethane and the precipitated ... Reactants: BrC=1C=CC(=C(C=O)C1)Cl (5-bromo-2-chlorobenzaldehyde), C(C)#N (acetonitrile). The product is BrC=1C=CC(=C(C1)C(CC#N)O)Cl (3-(5-bromo-2-chlorophenyl)-3-hydroxypropanenitrile). RXN SMILES: [Br:1][C:2]1[CH:3]=[CH:4][C:5]([Cl:10])=[C:6]([CH:9]=1)[CH:7]=[O:8].[C:11](#[N:13])[CH3:12]>>[Br:1][C:2]1[CH:3]=[CH:4][C:5]([Cl:10])=[C:6]([CH:7]([OH:8])[CH2:12][C:11]#[N:13])[CH:9]=1. Reported procedure: Alkylation of 5-bromo-2-chlorobenzaldehyde with acetonitrile following the method used in Example 114 gave 3-(5-bromo-2-chlorophenyl)-3-hydroxypropanenitrile as a pale yellow liquid. Yield (4.42 g, 75%): 1H NMR (400 MHz, DMSO-d6) δ 7.74 (d, J=2.8 Hz, 1H), 7.53 (dd, J=8.8, 2.8 Hz, 1H), 7.39 (d, J=8.8 Hz, 1H), 6.30 (d, J=4.8 Hz, 1H), 5.13-5.09 (m, 1H), 2.96 (ABd, J=16.8, 4.8 Hz, 1H), 2.83 (ABd, J=17.0, 6.0 Hz, 1H). Reaction SMILES: [OH:1][C@H:2]1[CH2:6][CH2:5][C@H:4]([NH:7][C:8]2[C:13]([C:14]#[N:15])=[CH:12][N:11]=[C:10]([S:16][CH3:17])[N:9]=2)[CH2:3]1.N1C=CN=C1.[Si:23](Cl)([C:26]([CH3:29])([CH3:28])[CH3:27])([CH3:25])[CH3:24]>CN(C=O)C>[C:26]([Si:23]([CH3:25])([CH3:24])[O:1][C@H:2]1[CH2:6][CH2:5][C@H:4]([NH:7][C:8]2[C:13]([C:14]#[N:15])=[CH:12][N:11]=[C:10]([S:16][CH3:17])[N:9]=2)[CH2:3]1)([CH3:29])([CH3:28])[CH3:27]. Solvent: CN(C)C=O (DMF). The yield is 90.5%. Procedure details: To a mixture of trans-4-(3-hydroxy-cyclopentylamino)-2-methylsulfanyl-pyrimidine-5-carbonitrile (500 mg, 2.0 mmol) in anhydrous DMF (15 mL) was added, at RT, under argon atmosphere, imidazole (680 mg, 10.0 mmol) followed by tert-butyldimethylsilylchloride (750 mg, 5.0 mmol) and the resulting mixture was stirred at RT for 64 h. The reaction mixture was quenched with NH4Cl (sat'd aq, 20 mL) and was extracted with EtOAc (3×20 mL). The combined organic layers were washed with water (2×10 mL), dried ... Yields the product C(C)(C)(C)[Si](O[C@@H]1C[C@H](CC1)NC1=NC(=NC=C1C#N)SC)(C)C (4-[trans-3-(tert-butyl-dimethyl-silanyloxy)-cyclopentylamino]-2-methylsulfanyl-pyrimidine-5-carbonitrile). Conditions: time 64 hour. The reactants are N1C=NC=C1 (imidazole), O[C@@H]1C[C@H](CC1)NC1=NC(=NC=C1C#N)SC (trans-4-(3-hydroxy-cyclopentylamino)-2-methylsulfanyl-pyrimidine-5-carbonitrile), [Si](C)(C)(C(C)(C)C)Cl (tert-butyldimethylsilylchloride). Reactants: ice, COC(C1=CC=C(C=C1)CN(C)C1=CC=C(C=C1)CO)=O (4-{[(4-hydroxymethyl-phenyl)-methyl-amino]-methyl}-benzoic acid methyl ester), CNC (dimethyl-amine), B(Cl)(Cl)Cl (boron trichloride), [Na+].[Cl-].O (NaCl water), S(O)(O)(=O)=O (sulfuric acid). The solvent is C(Cl)Cl (methylene chloride). Run at time 8 hour. Yields the product C1=CC=CC=2CC3=CC=CC=C3CC12 (9,10-dihydro-anthracene). As a reaction SMILES: CO[C:3](=O)[C:4]1[CH:9]=[CH:8][C:7]([CH2:10]N(C2C=CC(CO)=CC=2)C)=[CH:6][CH:5]=1.CNC.B(Cl)(Cl)Cl.[Na+].[Cl-].O.S(=O)(=O)(O)O>C(Cl)Cl>[CH:3]1[C:4]2[CH2:5][C:6]3[C:7](=[CH:10][CH:6]=[CH:7][CH:8]=3)[CH2:8][C:9]=2[CH:5]=[CH:4][CH:3]=1 |f:3.4.5|. Reported procedure: To an ice cold solution of 4-{[(4-hydroxymethyl-phenyl)-methyl-amino]-methyl}-benzoic acid methyl ester (0.5 g, 1.8 mmol) and 3-isopropenyl-phenyl)-dimethyl-amine (0.31 g, 1.9 mmol) in methylene chloride (CH2Cl2, 25 mL)) is added dropwise a solution of boron trichloride (1 M BCl3 in CH2Cl2, 2 mL). The reaction mixture is allowed to stir overnight at room temperature cooled to −15° C. (NaCl/water) followed by dropwise addition of concentrated sulfuric acid (12 mL). Methylene chloride is removed a... Starting materials: CO (methanol), ClC(C(C1=CC=C(C=C1)O)C1=CC=C(C=C1)O)(Cl)Cl (1,1,1-trichloro-2,2-bis(4-hydroxyphenyl)ethane), [OH-].[K+] (Potassium hydroxide), CO (methanol), Cl (HCl). Solvent: O (water). Conditions: temperature 20 celsius. The product is ClC(=C(C1=CC=C(C=C1)O)C1=CC=C(C=C1)O)Cl (1,1-dichloro-2,2-bis(4-hydroxyphenyl)ethene). Reaction SMILES: CO.[OH-].[K+].[Cl:5][C:6](Cl)([Cl:22])[CH:7]([C:15]1[CH:20]=[CH:19][C:18]([OH:21])=[CH:17][CH:16]=1)[C:8]1[CH:13]=[CH:12][C:11]([OH:14])=[CH:10][CH:9]=1.Cl>O>[Cl:5][C:6]([Cl:22])=[C:7]([C:15]1[CH:20]=[CH:19][C:18]([OH:21])=[CH:17][CH:16]=1)[C:8]1[CH:9]=[CH:10][C:11]([OH:14])=[CH:12][CH:13]=1 |f:1.2|. Procedure details: A 4-necked 5-liter flask, equipped with a mechanical stirrer, a thermometer, and a condenser, is charged with methanol (800 g). Potassium hydroxide (440 g) is added in portions to the methanol solution. After the addition, the solution is cooled to 20° C. To this stirring solution, 1,1,1-trichloro-2,2-bis(4-hydroxyphenyl)ethane (420 g) is added in portions. The reaction temperature is kept below 40° C. After the addition, the temperature is raised to 50° C. and maintained for 2.5 hours. The reac...